From a dataset of the Open Reaction Database (ORD), a public repository of structured organic reaction records. describe an organic reaction: reactants, conditions, products, and yield Reactants: CC(O)C#N, CCOCC, CCO, Cl. Yields the product CCOC(=N)C(C)O, Cl. Reaction SMILES: [C:1]([CH:2]([OH:3])[CH3:4])#[N:5].[CH2:7]([CH3:8])[O:9][CH2:10][CH3:11].[CH3:12][CH2:13][OH:14].[ClH:6]>>[C:1]([CH:2]([OH:3])[CH3:4])(=[NH:5])[O:9][CH2:7][CH3:8].[ClH:6]. Starting materials: CC(=O)OC(C)=O, CN(C)c1ccncc1, ClCCl, O=C1N(N2CCOCC2)c2ccccc2C1(O)Cc1ccccn1. Yields the product CC(=O)OC1(Cc2ccccn2)C(=O)N(N2CCOCC2)c2ccccc21. Reaction SMILES: [CH3:25][C:26](=[O:27])[O:28][C:29](=[O:30])[CH3:31].[CH3:32][N:33]([CH3:34])[c:35]1[cH:36][cH:37][n:38][cH:39][cH:40]1.[Cl:41][CH2:42][Cl:43].[OH:1][C:2]1([CH2:18][c:19]2[n:20][cH:21][cH:22][cH:23][cH:24]2)[C:3](=[O:17])[N:4]([N:11]2[CH2:12][CH2:13][O:14][CH2:15][CH2:16]2)[c:5]2[cH:6][cH:7][cH:8][cH:9][c:10]21>>[O:1]([C:2]1([CH2:18][c:19]2[n:20][cH:21][cH:22][cH:23][cH:24]2)[C:3](=[O:17])[N:4]([N:11]2[CH2:12][CH2:13][O:14][CH2:15][CH2:16]2)[c:5]2[cH:6][cH:7][cH:8][cH:9][c:10]21)[C:26]([CH3:25])=[O:27].